From a dataset of the Open Reaction Database (ORD), a public repository of structured organic reaction records. describe an organic reaction: reactants, conditions, products, and yield Reactants: C(C(=O)[O-])(=O)[O-].[NH4+].[NH4+] (ammonium oxalate), [Cl-].[Ce+3].[Cl-].[Cl-] (cerium chloride), [O-2].[Ce+3].[O-2].[O-2].[Ce+3] (cerium oxide). Reaction conditions: temperature 1500 celsius. Yields the product C(C(=O)[O-])(=O)[O-].[Ce+3].C(C(=O)[O-])(=O)[O-].C(C(=O)[O-])(=O)[O-].[Ce+3] (cerium oxalate). RXN SMILES: [C:1]([O-:6])(=[O:5])[C:2]([O-:4])=[O:3].[NH4+].[NH4+].[Cl-].[Ce+3:10].[Cl-].[Cl-].[O-2].[Ce+3].[O-2].[O-2].[Ce+3]>>[C:1]([O-:6])(=[O:5])[C:2]([O-:4])=[O:3].[Ce+3:10].[C:1]([O-:6])(=[O:5])[C:2]([O-:4])=[O:3].[C:1]([O-:6])(=[O:5])[C:2]([O-:4])=[O:3].[Ce+3:10] |f:0.1.2,3.4.5.6,7.8.9.10.11,12.13.14.15.16|. Reported procedure: A cerium oxalate powder was prepared by adding an aqueous solution of ammonium oxalate to an aqueous solution of cerium chloride under stirring, causing the precipitation of cerium oxalate, filtering, and drying. The powder was ground with a jet-mill to obtain a starting material powder with a mean particle diameter of about 1 μm. The powder was ejected at a feed rate of 5 kg/hr through a nozzle with a cross-sectional area of the opening of 0.13 cm2 together with air at a flow rate of 200 L/min ... RXN SMILES: [CH2:1]([O:3][C:4]([C:6]1[O:7][C:8]2[CH:15]=[CH:14][CH:13]=[C:12]([O:16][CH2:17][CH:18]3[CH2:23][CH2:22][CH2:21][NH:20][CH2:19]3)[C:9]=2[C:10]=1[CH3:11])=[O:5])[CH3:2].[N:24]1[CH:29]=[CH:28][CH:27]=[C:26]([CH:30]=O)[CH:25]=1.C(O)(=O)C.[BH-](OC(C)=O)(OC(C)=O)OC(C)=O.[Na+]>C1COCC1.C(OCC)(=O)C>[CH2:1]([O:3][C:4]([C:6]1[O:7][C:8]2[CH:15]=[CH:14][CH:13]=[C:12]([O:16][CH2:17][CH:18]3[CH2:23][CH2:22][CH2:21][N:20]([CH2:30][C:26]4[CH:25]=[N:24][CH:29]=[CH:28][CH:27]=4)[CH2:19]3)[C:9]=2[C:10]=1[CH3:11])=[O:5])[CH3:2] |f:3.4|. Solvent: C1CCOC1 (THF), C(C)(=O)OCC (ethyl acetate). The reactants are [BH-](OC(=O)C)(OC(=O)C)OC(=O)C.[Na+] (NaB(OAc)3H), C(C)OC(=O)C=1OC2=C(C1C)C(=CC=C2)OCC2CNCCC2 (3-Methyl-4-(piperidin-3-ylmethoxy)-benzofuran-2-carboxylic acid ethyl ester), N1=CC(=CC=C1)C=O (pyridine-3-aldehyde), C(C)(=O)O (acetic acid). Conditions: time 4 hour. Procedure: 3-Methyl-4-(piperidin-3-ylmethoxy)-benzofuran-2-carboxylic acid ethyl ester (700 mg), pyridine-3-aldehyde (700 μl) and acetic acid (1 ml) were dissolved in THF (20 ml). The solution was stirred at room temperature for four hours. To the solution was added NaB(OAc)3H (1.4 g) and the resulting suspension was stirred overnight at room temperature. The reaction mixture was diluted with ethyl acetate and washed with saturated sodium hydrogencarbonate solution and brine. The organic solvent was dried ... The product is C(C)OC(=O)C=1OC2=C(C1C)C(=CC=C2)OCC2CN(CCC2)CC=2C=NC=CC2 (3-methyl-4-(1-pyridin-3-ylmethyl-piperidin-3-ylmethoxy)-benzofuran-2-carboxylic acid ethyl ester). Reactants: CC(C)[N-]C(C)C, CCOC(C)=O, CI, [Li+], C1CCOC1, O, O=C(O)C1CCN(c2ccccc2)C1=O. The product is CC1(C(=O)O)CCN(c2ccccc2)C1=O. RXN SMILES: [CH3:17][CH:18]([N-:19][CH:20]([CH3:21])[CH3:22])[CH3:23].[CH3:32][CH2:33][O:34][C:35](=[O:36])[CH3:37].[I:24][CH3:25].[Li+:16].[O:27]1[CH2:28][CH2:29][CH2:30][CH2:31]1.[OH2:26].[c:1]1([N:7]2[C:8](=[O:15])[CH:9]([C:12](=[O:13])[OH:14])[CH2:10][CH2:11]2)[cH:2][cH:3][cH:4][cH:5][cH:6]1>>[c:1]1([N:7]2[C:8](=[O:15])[C:9]([C:12](=[O:13])[OH:14])([CH3:17])[CH2:10][CH2:11]2)[cH:2][cH:3][cH:4][cH:5][cH:6]1. Reactants: [BH4-], CO, [Cl-], O=Cc1c(F)cc2ncccc2c1F, [NH4+], [Na+]. Product: OCc1c(F)cc2ncccc2c1F. RXN SMILES: [BH4-:15].[CH3:19][OH:20].[Cl-:17].[F:1][c:2]1[c:3]2[cH:4][cH:5][cH:6][n:7][c:8]2[cH:9][c:10]([F:14])[c:11]1[CH:12]=[O:13].[NH4+:18].[Na+:16]>>[F:1][c:2]1[c:3]2[cH:4][cH:5][cH:6][n:7][c:8]2[cH:9][c:10]([F:14])[c:11]1[CH2:12][OH:13]. The reactants are O=C=NC(=O)c1ccccc1, NC1CCN2CCc3ccccc3C2C1, c1ccccc1. Yields the product O=C(NC(=O)c1ccccc1)NC1CCN2CCc3ccccc3C2C1. Reaction SMILES: [C:16]([c:17]1[cH:18][cH:19][cH:20][cH:21][cH:22]1)(=[O:23])[N:24]=[C:25]=[O:26].[NH2:1][CH:2]1[CH2:3][CH2:4][N:5]2[CH2:6][CH2:7][c:8]3[c:9]([cH:12][cH:13][cH:14][cH:15]3)[CH:10]2[CH2:11]1.[cH:27]1[cH:28][cH:29][cH:30][cH:31][cH:32]1>>[NH:1]([CH:2]1[CH2:3][CH2:4][N:5]2[CH2:6][CH2:7][c:8]3[c:9]([cH:12][cH:13][cH:14][cH:15]3)[CH:10]2[CH2:11]1)[C:25]([NH:24][C:16]([c:17]1[cH:18][cH:19][cH:20][cH:21][cH:22]1)=[O:23])=[O:26].